This data is from the Open Reaction Database (ORD), a public repository of structured organic reaction records. The task is: describe an organic reaction: reactants, conditions, products, and yield The reactants are C(C)(C)OC(C)C (isopropyl ether), FC(C(=O)O)(F)F (trifluoroacetic acid), NC=1SC(=C(N1)/C(/C(=O)N[C@H]1[C@@H]2N(C(=C(CS2)SCC=2C=NNC2)C(=O)OC(C2=CC=CC=C2)C2=CC=CC=C2)C1=O)=N/OC1C=CCC1)Cl (diphenylmethyl 7β-[2-(2-amino-5-chlorothiazol-4-yl)-2-(Z)-(2-cyclopenten-1-yloxyimino)acetamido]-3-[(pyrazol-4-yl)methylthio]-3-cephem-4-carboxylate), C1(=CC=CC=C1)OC (anisole). The solvent is ClCCl (dichloromethane). Run at time 2 hour. Product: NC=1SC(=C(N1)/C(/C(=O)N[C@H]1[C@@H]2N(C(=C(CS2)SCC=2C=NNC2)C(=O)O)C1=O)=N/O)Cl (7β-[2-(2-amino-5-chlorothiazol-4-yl)-2-(Z)-(hydroxyimino)acetamido]-3-[(pyrazol-4-yl)methylthio]-3-cephem-4-carboxylic acid). The yield is 35.5%. Reaction SMILES: FC(F)(F)C(O)=O.[NH2:8][C:9]1[S:10][C:11]([Cl:57])=[C:12](/[C:14](=[N:50]/[O:51]C2CCC=C2)/[C:15]([NH:17][C@@H:18]2[C:48](=[O:49])[N:20]3[C:21]([C:32]([O:34]C(C4C=CC=CC=4)C4C=CC=CC=4)=[O:33])=[C:22]([S:25][CH2:26][C:27]4[CH:28]=[N:29][NH:30][CH:31]=4)[CH2:23][S:24][C@H:19]23)=[O:16])[N:13]=1.C1(OC)C=CC=CC=1.C(OC(C)C)(C)C>ClCCl>[NH2:8][C:9]1[S:10][C:11]([Cl:57])=[C:12](/[C:14](=[N:50]/[OH:51])/[C:15]([NH:17][C@@H:18]2[C:48](=[O:49])[N:20]3[C:21]([C:32]([OH:34])=[O:33])=[C:22]([S:25][CH2:26][C:27]4[CH:31]=[N:30][NH:29][CH:28]=4)[CH2:23][S:24][C@H:19]23)=[O:16])[N:13]=1. Reported procedure: Under nitrogen atmosphere, trifluoroacetic acid (4.0 ml) was added dropwise to a solution of diphenylmethyl 7β-[2-(2-amino-5-chlorothiazol-4-yl)-2-(Z)-(2-cyclopenten-1-yloxyimino)acetamido]-3-[(pyrazol-4-yl)methylthio]-3-cephem-4-carboxylate (1.71 g) in the mixture of dichloromethane (6.0 ml) and anisole (2.0 ml) at 0° C. Stirring was continued for 2 hours at the same temperature, the mixture was poured into isopropyl ether (200 ml). The resulting precipitate was collected by filtration, and the... The reactants are CC1=NC(=NO1)C1=C(N=C(S1)N)C1=CC=CC=C1 (5-(5-methyl-[1,2,4]oxadiazol-3-yl)-4-phenyl-thiazol-2-ylamine), C(C)(=O)Cl (acetyl chloride). Yields the product CC1=NC(=NO1)C1=C(N=C(S1)NC(C)=O)C1=CC=CC=C1 (N-[5-(5-Methyl-[1,2,4]oxadiazol-3-yl)-4-phenyl-thiazol-2-yl]-acetamide). As a reaction SMILES: [CH3:1][C:2]1[O:6][N:5]=[C:4]([C:7]2[S:11][C:10]([NH2:12])=[N:9][C:8]=2[C:13]2[CH:18]=[CH:17][CH:16]=[CH:15][CH:14]=2)[N:3]=1.[C:19](Cl)(=[O:21])[CH3:20]>>[CH3:1][C:2]1[O:6][N:5]=[C:4]([C:7]2[S:11][C:10]([NH:12][C:19](=[O:21])[CH3:20])=[N:9][C:8]=2[C:13]2[CH:14]=[CH:15][CH:16]=[CH:17][CH:18]=2)[N:3]=1. Procedure: Prepared from 5-(5-methyl-[1,2,4]oxadiazol-3-yl)-4-phenyl-thiazol-2-ylamine and acetyl chloride.